From a dataset of the Open Reaction Database (ORD), a public repository of structured organic reaction records. describe an organic reaction: reactants, conditions, products, and yield Starting materials: C1(CC1)C1=CC=C(N)C=C1 (4-cyclopropylaniline), SO2 Cu2Cl2, C1(CC1)C1=CC=C(C=C1)S(=O)(=O)Cl (4-cyclopropylbenzenesulfonyl chloride). The product is [OH-].[NH4+] (ammonium hydroxide), C1(CC1)C1=CC=C(C=C1)S(=O)(=O)N (4-cyclopropylbenzenesulfonamide). As a reaction SMILES: C1(C2C=CC([NH2:8])=CC=2)CC1.[CH:11]1([C:14]2[CH:19]=[CH:18][C:17]([S:20](Cl)(=[O:22])=[O:21])=[CH:16][CH:15]=2)[CH2:13][CH2:12]1>>[OH-:21].[NH4+:8].[CH:11]1([C:14]2[CH:19]=[CH:18][C:17]([S:20]([NH2:8])(=[O:22])=[O:21])=[CH:16][CH:15]=2)[CH2:13][CH2:12]1 |f:2.3|. Procedure details: 4-cyclopropylaniline (Bull. Soc. Chim. Belg. 1975, 84, 1197) was diazotized and converted with SO2 /Cu2Cl2 (3 hours, room temperature) into the corresponding 4-cyclopropylbenzenesulfonyl chloride. Subsequent aminolysis with ammonium hydroxide yielded the corresponding 4-cyclopropylbenzenesulfonamide, m.p. 158°-168° C., which was finally converted with KOH in EtOH in to the potassium salt. Starting materials: Cl.FC(C1=C(C(C2=CC=C(C=C2)OC(F)(F)F)OC2CNC2)C=CC=C1)(F)F (3-[2-(trifluoromethyl)-4′-(trifluoromethoxy)benzhydryloxy]azetidine hydrochloride), C(C)(C)(C)N=C=O (tert-butyl isocyanate), C([O-])([O-])=O (carbonate), compound ( 10 ). The product is FC(C1=C(C(C2=CC=C(C=C2)OC(F)(F)F)OC2CN(C2)C(=O)NC(C)(C)C)C=CC=C1)(F)F (3-[2-(trifluoromethyl)-4′-(trifluoromethoxy)benzhydryloxy]-N-(tert-butyl)azetidine-1-carboxamide). As a reaction SMILES: Cl.[F:2][C:3]([F:28])([F:27])[C:4]1[CH:26]=[CH:25][CH:24]=[CH:23][C:5]=1[CH:6]([O:18][CH:19]1[CH2:22][NH:21][CH2:20]1)[C:7]1[CH:12]=[CH:11][C:10]([O:13][C:14]([F:17])([F:16])[F:15])=[CH:9][CH:8]=1.[C:29]([N:33]=[C:34]=[O:35])([CH3:32])([CH3:31])[CH3:30].C(=O)([O-])[O-]>>[F:28][C:3]([F:27])([F:2])[C:4]1[CH:26]=[CH:25][CH:24]=[CH:23][C:5]=1[CH:6]([O:18][CH:19]1[CH2:22][N:21]([C:34]([NH:33][C:29]([CH3:32])([CH3:31])[CH3:30])=[O:35])[CH2:20]1)[C:7]1[CH:12]=[CH:11][C:10]([O:13][C:14]([F:17])([F:16])[F:15])=[CH:9][CH:8]=1 |f:0.1|. Reported procedure: This material was prepared from 3-[2-(trifluoromethyl)-4′-(trifluoro-methoxy)benzhydryloxy]azetidine hydrochloride (141) (0.234 mmol), tert-butyl isocyanate (0.234 mmol) and MP-carbonate (2.62 mmol/g, 0.702 mmol) using the procedure described for compound (10) (78.7 mg, 69%). Reactants: CC1(OB(OC1(C)C)C1=COC=C1)C (3-(4,4,5,5-tetramethyl-1,3,2-dioxaborolan-2-yl)furan), C([O-])([O-])=O.[Na+].[Na+] (sodium carbonate), C(C1=CC=CC=C1)OC1=C(C(=O)NC2=C(C(=O)OC(C)(C)C)C=CC(=C2)C2=CC=CC=C2)C=C(C=C1)Br (tert-butyl 2-(2-(benzyloxy)-5-bromobenzamido)-4-phenylbenzoate). The reagents and catalysts are Cl[Pd]([P](C1=CC=CC=C1)(C2=CC=CC=C2)C3=CC=CC=C3)([P](C4=CC=CC=C4)(C5=CC=CC=C5)C6=CC=CC=C6)Cl (bis(triphenylphosphine)palladium(II) dichloride). Solvent: C(C)(=O)OCC (ethyl acetate), O (water), COCCOC (ethylene glycol dimethyl ether), O (Water). Yields the product C(C1=CC=CC=C1)OC1=C(C(=O)NC2=C(C(=O)OC(C)(C)C)C=CC(=C2)C2=CC=CC=C2)C=C(C=C1)C1=COC=C1 (tert-butyl 2-(2-(benzyloxy)-5-(furan-3-yl)benzamido)-4-phenylbenzoate). The yield is 84.3%. RXN SMILES: CC1(C)C(C)(C)OB([C:9]2[CH:13]=[CH:12][O:11][CH:10]=2)O1.C(=O)([O-])[O-].[Na+].[Na+].[CH2:21]([O:28][C:29]1[CH:56]=[CH:55][C:54](Br)=[CH:53][C:30]=1[C:31]([NH:33][C:34]1[CH:46]=[C:45]([C:47]2[CH:52]=[CH:51][CH:50]=[CH:49][CH:48]=2)[CH:44]=[CH:43][C:35]=1[C:36]([O:38][C:39]([CH3:42])([CH3:41])[CH3:40])=[O:37])=[O:32])[C:22]1[CH:27]=[CH:26][CH:25]=[CH:24][CH:23]=1>Cl[Pd](Cl)([P](C1C=CC=CC=1)(C1C=CC=CC=1)C1C=CC=CC=1)[P](C1C=CC=CC=1)(C1C=CC=CC=1)C1C=CC=CC=1.C(OCC)(=O)C.O.COCCOC>[CH2:21]([O:28][C:29]1[CH:56]=[CH:55][C:54]([C:9]2[CH:13]=[CH:12][O:11][CH:10]=2)=[CH:53][C:30]=1[C:31]([NH:33][C:34]1[CH:46]=[C:45]([C:47]2[CH:52]=[CH:51][CH:50]=[CH:49][CH:48]=2)[CH:44]=[CH:43][C:35]=1[C:36]([O:38][C:39]([CH3:42])([CH3:41])[CH3:40])=[O:37])=[O:32])[C:22]1[CH:23]=[CH:24][CH:25]=[CH:26][CH:27]=1 |f:1.2.3,^1:60,79|. Procedure: Water (0.5 mL), 3-(4,4,5,5-tetramethyl-1,3,2-dioxaborolan-2-yl)furan (0.070 g), sodium carbonate (0.076 g), and bis(triphenylphosphine)palladium(II) dichloride (4.2 mg) were added to an ethylene glycol dimethyl ether (1.7 mL) solution of tert-butyl 2-(2-(benzyloxy)-5-bromobenzamido)-4-phenylbenzoate (0.17 g), followed by heating to reflux under a nitrogen atmosphere for 1 hour and 40 minutes. The reaction mixture was cooled to room temperature, and water and ethyl acetate were added thereto. The... The reactants are [OH-] (hydroxide), C([O-])(O)=O.[Na+] (sodium bicarbonate), [OH-].[Na+] (sodium hydroxide), C([O-])([O-])=O.[Na+].[Na+] (sodium carbonate), C([O-])(O)=O (bicarbonate). Run in O (water). The product is C(O)(O)=O.[Na+].C([O-])([O-])=O.C(O)(O)=O.[Na+] (sodium sesquicarbonate). As a reaction SMILES: [C:1](=[O:4])([OH:3])[O-:2].[Na+:5].[OH-].[Na+].[C:8](=[O:11])([OH:10])[O-:9].[OH-].[C:13](=[O:16])([O-:15])[O-:14].[Na+].[Na+]>O>[C:1](=[O:2])([OH:4])[OH:3].[Na+:5].[C:8](=[O:9])([O-:11])[O-:10].[C:13](=[O:14])([OH:16])[OH:15].[Na+:5] |f:0.1,2.3,6.7.8,10.11.12.13.14|. Procedure: According to U.S. Pat. No. 3,334,963 sodium carbonate is produced by mixing crude wet sodium bicarbonate crystals with an aqueous solution of sodium hydroxide, the ratio of bicarbonate to hydroxide in terms of sodium carbonate equivalents being from 6:1 to 1:1 in the presence of a total of 15-40% by weight of water thereby forming substantial amounts of sodium sesquicarbonate. The mixture thus obtained is then calcined to yield low density anhydrous sodium carbonate having a large particle size ... Starting materials: FC1=C(C(=O)O)C=C(C=C1)S(=O)(=O)C (2-fluoro-5-methanesulfonyl-benzoic acid), C(C)NCC (diethylamine), Cl (hydrochloric acid). The solvent is O (water). The product is C(C)N(C1=C(C(=O)O)C=C(C=C1)S(=O)(=O)C)CC (2-Diethylamino-5-methanesulfonyl-benzoic acid). Reaction SMILES: F[C:2]1[CH:10]=[CH:9][C:8]([S:11]([CH3:14])(=[O:13])=[O:12])=[CH:7][C:3]=1[C:4]([OH:6])=[O:5].Cl.[CH2:16]([NH:18][CH2:19][CH3:20])[CH3:17]>O>[CH2:16]([N:18]([CH2:19][CH3:20])[C:2]1[CH:10]=[CH:9][C:8]([S:11]([CH3:14])(=[O:13])=[O:12])=[CH:7][C:3]=1[C:4]([OH:6])=[O:5])[CH3:17]. Reported procedure: 3.0 g of 2-fluoro-5-methanesulfonyl-benzoic acid (CA 247569-56-8; WO200501453) was dissolved in 30 ml of diethylamine and refluxed overnight. The reaction mixture was diluted with water, acidified by addition of diluted hydrochloric acid and extracted with ethyl acetate. The organic phase was dried and concentrated to give the title compound as a slightly brownish solid. MS (m/e): 272.1 (M+H+; 100%) The reactants are [SiH](CC)(CC)CC (Et3SiH), [SiH](CC)(CC)CC (Et3SiH), BrC=1C=CC(=C(C1)C(=O)C1=CC=C(C=C1)CCCBr)Cl ((5-bromo-2-chlorophenyl)(4-(3-bromopropyl)phenyl)methanone), C(F)(F)(F)S(=O)(=O)O (CF3SO3H). The solvent is C(=O)(C(F)(F)F)O (TFA). Conditions: temperature 50 celsius, time 2.5 hour. Product: BrC1=CC(=C(C=C1)Cl)CC1=CC=C(C=C1)CCCBr (4-bromo-2-(4-(3-bromopropyl)benzyl)-1-chlorobenzene). Reaction SMILES: [SiH](CC)(CC)CC.[Br:8][C:9]1[CH:10]=[CH:11][C:12]([Cl:27])=[C:13]([C:15]([C:17]2[CH:22]=[CH:21][C:20]([CH2:23][CH2:24][CH2:25][Br:26])=[CH:19][CH:18]=2)=O)[CH:14]=1.C(S(O)(=O)=O)(F)(F)F>C(O)(C(F)(F)F)=O>[Br:8][C:9]1[CH:10]=[CH:11][C:12]([Cl:27])=[C:13]([CH2:15][C:17]2[CH:22]=[CH:21][C:20]([CH2:23][CH2:24][CH2:25][Br:26])=[CH:19][CH:18]=2)[CH:14]=1. Procedure: To a stirred solution of Et3SiH (1.4 mL, 8.50 mmol) and (5-bromo-2-chlorophenyl)(4-(3-bromopropyl)phenyl)methanone (2.36 g, 5.67 mmol) in TFA (10 mL) at 30° C. was added CF3SO3H (0.05 mL). Within a few minutes the temperature of the solution increased causing it to reflux violently. After stirring for 2.5 h, additional Et3SiH (0.45 mL, 2.85 mmol) was added and the mixture was heated to 50° C. After stirring for 4.5 h the reaction was complete, and the volatiles were removed under reduced pressur... Starting materials: COC=1C=C(C=CC1OC)C1=CC=CC(=N1)C(=O)N1CCN(CC1)C1=CC=C(C=C1)O (4-[6-(3,4-dimethoxyphenyl)pyridine-2-carbonyl]-1-(4-hydroxyphenyl)piperazine), O1C(OCC1)=O ([1,3]dioxolan-2-one), C([O-])([O-])=O.[K+].[K+] (potassium carbonate), C(O)([O-])=O.[Na+] (sodium hydrogen carbonate), Cl (hydrochloric acid). The solvent is O (water). Reaction conditions: temperature 100 celsius, time 1.5 hour. Product: COC=1C=C(C=CC1OC)C1=CC=CC(=N1)C(=O)N1CCN(CC1)C1=CC=C(OCCO)C=C1 (2-(4-{4-[6-(3,4-dimethoxyphenyl)pyridine-2-carbonyl]piperazin-1-yl}phenoxy)ethanol). The yield is 12.5%. Reaction SMILES: [CH3:1][O:2][C:3]1[CH:4]=[C:5]([C:11]2[N:16]=[C:15]([C:17]([N:19]3[CH2:24][CH2:23][N:22]([C:25]4[CH:30]=[CH:29][C:28]([OH:31])=[CH:27][CH:26]=4)[CH2:21][CH2:20]3)=[O:18])[CH:14]=[CH:13][CH:12]=2)[CH:6]=[CH:7][C:8]=1[O:9][CH3:10].[O:32]1[CH2:36][CH2:35]OC1=O.C(=O)([O-])[O-].[K+].[K+].Cl.C(=O)([O-])O.[Na+]>O>[CH3:1][O:2][C:3]1[CH:4]=[C:5]([C:11]2[N:16]=[C:15]([C:17]([N:19]3[CH2:20][CH2:21][N:22]([C:25]4[CH:26]=[CH:27][C:28]([O:31][CH2:35][CH2:36][OH:32])=[CH:29][CH:30]=4)[CH2:23][CH2:24]3)=[O:18])[CH:14]=[CH:13][CH:12]=2)[CH:6]=[CH:7][C:8]=1[O:9][CH3:10] |f:2.3.4,6.7|. Procedure details: To 297 mg of 4-[6-(3,4-dimethoxyphenyl)pyridine-2-carbonyl]-1-(4-hydroxyphenyl)piperazine were added 623 mg of [1,3]dioxolan-2-one and 147 mg of potassium carbonate, followed by 1.5 hours of stirring at 100° C. After the mixture was cooled to room temperature, water and then 1M hydrochloric acid were added to the reaction solution, which was then neutralized with a saturated aqueous sodium hydrogen carbonate solution, followed by extraction with chloroform. The organic layer was washed with brin...